This data is from the Open Reaction Database (ORD), a public repository of structured organic reaction records. The task is: describe an organic reaction: reactants, conditions, products, and yield Product: FC(C=1SC(=NN1)NC(=O)N(C)CC1OCCO1)(F)F (N-(2-trifluoromethyl-1,3,4-thiadiazol-5-yl)-N'-(1,3-dioxolan-2-ylmethyl)-N'-methylurea). Run in C1=CC=CC=C1 (benzene). Starting materials: FC(C=1SC(=NN1)N=C=O)(F)F (2-Trifluoromethyl-1,3,4-thiadiazol-5-yl isocyanate), O1C(OCC1)CNC (N-(1,3-dioxolan-2-ylmethyl)-N-methylamine). Reaction SMILES: [F:1][C:2]([F:12])([F:11])[C:3]1[S:4][C:5]([N:8]=[C:9]=[O:10])=[N:6][N:7]=1.[O:13]1[CH2:17][CH2:16][O:15][CH:14]1[CH2:18][NH:19][CH3:20]>C1C=CC=CC=1>[F:12][C:2]([F:11])([F:1])[C:3]1[S:4][C:5]([NH:8][C:9]([N:19]([CH2:18][CH:14]2[O:15][CH2:16][CH2:17][O:13]2)[CH3:20])=[O:10])=[N:6][N:7]=1. Procedure details: 2-Trifluoromethyl-1,3,4-thiadiazol-5-yl isocyanate dimer (3.1 grams) was added to a solution of N-(1,3-dioxolan-2-ylmethyl)-N-methylamine (2grams) in benzene (10 ml) contained in a glass reaction vessel equipped with a mechanical stirrer and thermometer. The mixture was heated on a steam bath for a period of about 1 hour. The mixture was then stripped of solvent under reduced pressure to yield a solid residue. The residue was recrystallized from an ether-pentane mixture to yield the desired prod... Reactants: ClC1=NC(=C2N=CN(C2=N1)[C@@H]1O[C@@H]([C@H]([C@H]1O)O)C1=NC(=NO1)CC)NC(CC)CC ((2R,3R,4S,5S)-2-[2-Chloro-6-(1-ethyl-propylamino)-purin-9-yl]-5-(3-ethyl-[1,2,4]oxadiazol-5-yl)-tetrahydro-furan-3,4-diol), CN1C=NC(=C1)CCN (2-(1-methyl-1H-imidazol-4-yl)ethylamine), CS(=O)C (DMSO), CN1C=NC(=C1)CCN (2-(1-methyl-1H-imidazol-4-yl)ethylamine). Conditions: temperature 92.5 celsius. The product is C(=O)O.C(C)C1=NOC(=N1)[C@H]1O[C@H]([C@@H]([C@@H]1O)O)N1C2=NC(=NC(=C2N=C1)NC(CC)CC)NCCC=1N=CN(C1)C ((2S,3S,4R,5R)-2-(3-Ethyl-[1,2,4]oxadiazol-5-yl)-5-(6-(1-ethyl-propylamino)-2-[2-(1-methyl-1H-imidazol-4-yl)-ethylamino]-purin-9-yl}tetrahydro-furan-3,4-diol formate). RXN SMILES: Cl[C:2]1[N:10]=[C:9]2[C:5]([N:6]=[CH:7][N:8]2[C@H:11]2[C@H:15]([OH:16])[C@H:14]([OH:17])[C@@H:13]([C:18]3[O:22][N:21]=[C:20]([CH2:23][CH3:24])[N:19]=3)[O:12]2)=[C:4]([NH:25][CH:26]([CH2:29][CH3:30])[CH2:27][CH3:28])[N:3]=1.[CH3:31][N:32]1[CH:36]=[C:35]([CH2:37][CH2:38][NH2:39])[N:34]=[CH:33]1.CS(C)=[O:42]>>[CH:18]([OH:22])=[O:42].[CH2:23]([C:20]1[N:19]=[C:18]([C@@H:13]2[C@@H:14]([OH:17])[C@@H:15]([OH:16])[C@H:11]([N:8]3[CH:7]=[N:6][C:5]4[C:9]3=[N:10][C:2]([NH:39][CH2:38][CH2:37][C:35]3[N:34]=[CH:33][N:32]([CH3:31])[CH:36]=3)=[N:3][C:4]=4[NH:25][CH:26]([CH2:29][CH3:30])[CH2:27][CH3:28])[O:12]2)[O:22][N:21]=1)[CH3:24] |f:3.4|. Procedure: Intermediate 9 (0.070 g, 0.161 mmol) and 2-(1-methyl-1H-imidazol-4-yl)ethylamine (0.101 g, 0.807 mmol) were dissolved in DMSO (0.03 ml) and heated at 85-100° C. under nitrogen for 8 days, a further portion of 2-(1-methyl-1H-imidazol-4-yl)ethylamine (0.101 g, 0.807 mmol) was added after the first 5 days. The product was purified by Autoprep. HPLC to give the title compound after freeze drying as a cream solid (0.010 g). LC/MS system A Rt=3.36 min, m/z=526 MH+. RXN SMILES: [CH:1]1([CH2:7][CH:8]([NH:12][C:13]([C:15]2[CH:45]=[CH:44][C:18]3[N:19]([CH:38]4[CH2:43][CH2:42][CH2:41][CH2:40][CH2:39]4)[C:20]([C:22]4[CH:23]=[C:24]5[C:29](=[CH:30][CH:31]=4)[N:28]=[C:27]([C:32]4[CH:37]=[CH:36][CH:35]=[CH:34][CH:33]=4)[CH:26]=[N:25]5)=[N:21][C:17]=3[CH:16]=2)=[O:14])[C:9]([OH:11])=[O:10])[CH2:6][CH2:5][CH2:4][CH2:3][CH2:2]1.C1C=CC(C[C@H](NC(OCC2C3C(=CC=CC=3)C3C2=CC=CC=3)=O)C=O)=CC=1>>[CH:38]1([N:19]2[C:18]3[CH:44]=[CH:45][C:15]([C:13]([NH:12][CH:8]([CH2:7][C:1]4[CH:6]=[CH:5][CH:4]=[CH:3][CH:2]=4)[C:9]([OH:11])=[O:10])=[O:14])=[CH:16][C:17]=3[N:21]=[C:20]2[C:22]2[CH:23]=[C:24]3[C:29](=[CH:30][CH:31]=2)[N:28]=[C:27]([C:32]2[CH:37]=[CH:36][CH:35]=[CH:34][CH:33]=2)[CH:26]=[N:25]3)[CH2:43][CH2:42][CH2:41][CH2:40][CH2:39]1. Yields the product C1(CCCCC1)N1C(=NC2=C1C=CC(=C2)C(=O)NC(C(=O)O)CC2=CC=CC=C2)C=2C=C1N=CC(=NC1=CC2)C2=CC=CC=C2 (2-{[1-Cyclohexyl-2-(2-phenyl-quinoxalin-6-yl)-1H-benzoimidazole-5-carbonyl]-amino}-3-phenyl-propionic acid). Reactants: C1(CCCCC1)CC(C(=O)O)NC(=O)C1=CC2=C(N(C(=N2)C=2C=C3N=CC(=NC3=CC2)C2=CC=CC=C2)C2CCCCC2)C=C1 (3-Cyclohexyl-2-{[1-cyclohexyl-2-(2-phenyl-quinoxalin-6-yl)-1H-benzoimidazole-5-carbonyl]-amino}-propionic acid), C1=CC=C(C=C1)C[C@@H](C=O)NC(=O)OCC2C3=CC=CC=C3C4=CC=CC=C24 (Fmoc-Phe Wang resin). Isolated yield 44.0%. Reported procedure: The general procedure described for Compound 242 was used with Fmoc-Phe Wang resin (167 mg, 0.6 mmol/g), producing 26 mg of the title compound (44% yield). MS: 594.24 (M−H+) HPLC Procedure A, retention time=14.58 min. Starting materials: BrC1=CC(=C(OC2=C(C=CC=C2)NS(=O)(=O)C2=CC=C(C(=O)NCC(=O)O)C=C2)C=C1)Cl ({4-[2-(4-bromo-2-chloro-phenoxy)-phenylsulfamoyl]-benzoylamino}-acetic acid), C(C)(C)(C)OC(=O)N1CCNCC1 (piperazine-1-carboxylic acid tert-butyl ester). The product is Cl.BrC1=CC(=C(OC2=C(C=CC=C2)NS(=O)(=O)C2=CC=C(C(=O)NCC(N3CCNCC3)=O)C=C2)C=C1)Cl (4-[2-(4-Bromo-2-chloro-phenoxy)-phenylsulfamoyl]-N-(2-oxo-2-piperazin-1-yl-ethyl)-benzamide hydrochloride). As a reaction SMILES: [Br:1][C:2]1[CH:31]=[CH:30][C:5]([O:6][C:7]2[CH:12]=[CH:11][CH:10]=[CH:9][C:8]=2[NH:13][S:14]([C:17]2[CH:29]=[CH:28][C:20]([C:21]([NH:23][CH2:24][C:25]([OH:27])=O)=[O:22])=[CH:19][CH:18]=2)(=[O:16])=[O:15])=[C:4]([Cl:32])[CH:3]=1.C(OC([N:40]1[CH2:45][CH2:44][NH:43][CH2:42][CH2:41]1)=O)(C)(C)C>>[ClH:32].[Br:1][C:2]1[CH:31]=[CH:30][C:5]([O:6][C:7]2[CH:12]=[CH:11][CH:10]=[CH:9][C:8]=2[NH:13][S:14]([C:17]2[CH:18]=[CH:19][C:20]([C:21]([NH:23][CH2:24][C:25](=[O:27])[N:40]3[CH2:45][CH2:44][NH:43][CH2:42][CH2:41]3)=[O:22])=[CH:28][CH:29]=2)(=[O:16])=[O:15])=[C:4]([Cl:32])[CH:3]=1 |f:2.3|. Procedure details: The title compound was prepared from {4-[2-(4-bromo-2-chloro-phenoxy)-phenylsulfamoyl]-benzoylamino}-acetic acid (Example 10.1/e) and piperazine-1-carboxylic acid tert-butyl ester (Aldrich) according to the method described in Example 11.1. MS (EI) 609.2 (MH+).